This data is from the Open Reaction Database (ORD), a public repository of structured organic reaction records. The task is: describe an organic reaction: reactants, conditions, products, and yield Starting materials: NC1=C(C=C(C=C1)C=1SC=CC1)NC(C1=CC=C(C=C1)C(C(=O)N)N)=O (N-[2-amino-5-(2-thienyl)phenyl]-4-(1,2-diamino-2-oxoethyl)benzamide), Cl (HCl), C1CCOC1 (THF), CCN(C(C)C)C(C)C (DIPEA), CC(=O)OCC1=C2C=CC=CC2=C(C3=CC=CC=C31)COC(=O)C (acetic). Run at time 8 hour. Product: C(C)(=O)NC(C(=O)N)C1=CC=C(C(=O)NC2=C(C=CC(=C2)C=2SC=CC2)NC(C)=O)C=C1 (4-[1-(acetylamino)-2-amino-2-oxoethyl]-N-[2-(acetylamino)-5-(2-thienyl)phenyl]benzamide). RXN SMILES: [NH2:1][C:2]1[CH:7]=[CH:6][C:5]([C:8]2[S:9][CH:10]=[CH:11][CH:12]=2)=[CH:4][C:3]=1[NH:13][C:14](=[O:26])[C:15]1[CH:20]=[CH:19][C:18]([CH:21]([NH2:25])[C:22]([NH2:24])=[O:23])=[CH:17][CH:16]=1.CCN(C(C)C)C(C)C.[CH3:36][C:37](OCC1C2C(=CC=CC=2)C(COC(C)=O)=C2C=1C=CC=C2)=[O:38].Cl.C1C[O:64][CH2:63][CH2:62]1>>[C:37]([NH:25][CH:21]([C:18]1[CH:19]=[CH:20][C:15]([C:14]([NH:13][C:3]2[CH:4]=[C:5]([C:8]3[S:9][CH:10]=[CH:11][CH:12]=3)[CH:6]=[CH:7][C:2]=2[NH:1][C:63](=[O:64])[CH3:62])=[O:26])=[CH:16][CH:17]=1)[C:22]([NH2:24])=[O:23])(=[O:38])[CH3:36]. Reported procedure: N-[2-amino-5-(2-thienyl)phenyl]-4-(1,2-diamino-2-oxoethyl)benzamide (51 mg, 0.086 mmol) and DIPEA (52.4 μL, 0.300 mmol) were suspended in THF (1 mL) and acetic anyhdride (13 μL, 0.138 mmol) was added. The mixture was stirred at room temperature overnight. 2N HCl was added and the products extracted into EtOAc. The combined organic extracts were washed with brine, dried over MgSO4 and concentrated in vacuo. The residue was purified by prep-HPLC to give the desired product as a blue-green solid. 1... Reactants: FC(C(=O)N1CCC2=CC(=CC=C12)[N+](=O)[O-])(F)F (2,2,2-trifluoro-1-(5-nitroindolin-1-yl)ethanone). The reagents and catalysts are [Pd] (Pd/C). Solvent: CO (MeOH). Conditions: time 8 hour. Yields the product NC=1C=C2CCN(C2=CC1)C(C(F)(F)F)=O (1-(5-aminoindolin-1-yl)-2,2,2-trifluoroethanone). Isolated yield 110.0%. As a reaction SMILES: [F:1][C:2]([F:18])([F:17])[C:3]([N:5]1[C:13]2[C:8](=[CH:9][C:10]([N+:14]([O-])=O)=[CH:11][CH:12]=2)[CH2:7][CH2:6]1)=[O:4]>CO.[Pd]>[NH2:14][C:10]1[CH:9]=[C:8]2[C:13](=[CH:12][CH:11]=1)[N:5]([C:3](=[O:4])[C:2]([F:18])([F:1])[F:17])[CH2:6][CH2:7]2. Reported procedure: To a suspension of 2,2,2-trifluoro-1-(5-nitroindolin-1-yl)ethanone (7.92 g, 30.4 mmol) in MeOH (100 mL) was added 10% Pd/C (0.648 g, 0.609 mmol) and the slurry was stirred under H2 (1 atm) overnight. The mixture was filtered through a pad of Celite® and the filtrate was concentrated and dried under vacuum to give 7.7 g (crude yield>100%) of 1-(5-aminoindolin-1-yl)-2,2,2-trifluoroethanone as a yellow-brown solid. 1HNMR (400 MHz, CDCl3): δ 8.00 (d, J=8.8 Hz, 1H), 6.59 (s, 1H), 6.57 (d, J=8.4 Hz, 1... Reactants: Cc1cc(N2CC(S(=O)(=O)c3ccc(F)cc3C(F)(F)F)CC2C(=O)NC2(C#N)CC2)n(C2CCOCC2)n1, CC#N, Cl, FC1(F)CNC1. Product: Cc1cc(N2CC(S(=O)(=O)c3ccc(N4CC(F)(F)C4)cc3C(F)(F)F)CC2C(=O)NC2(C#N)CC2)n(C2CCOCC2)n1. As a reaction SMILES: [C:1](#[N:2])[C:3]1([NH:6][C:7](=[O:8])[CH:9]2[N:10]([c:28]3[n:29]([CH:34]4[CH2:35][CH2:36][O:37][CH2:38][CH2:39]4)[n:30][c:31]([CH3:33])[cH:32]3)[CH2:11][CH:12]([S:14](=[O:15])(=[O:16])[c:17]3[c:18]([C:24]([F:25])([F:26])[F:27])[cH:19][c:20]([F:23])[cH:21][cH:22]3)[CH2:13]2)[CH2:4][CH2:5]1.[CH3:47][C:48]#[N:49].[ClH:40].[F:41][C:42]1([F:46])[CH2:43][NH:44][CH2:45]1>>[C:1](#[N:2])[C:3]1([NH:6][C:7](=[O:8])[CH:9]2[N:10]([c:28]3[n:29]([CH:34]4[CH2:35][CH2:36][O:37][CH2:38][CH2:39]4)[n:30][c:31]([CH3:33])[cH:32]3)[CH2:11][CH:12]([S:14](=[O:15])(=[O:16])[c:17]3[c:18]([C:24]([F:25])([F:26])[F:27])[cH:19][c:20]([N:44]4[CH2:43][C:42]([F:41])([F:46])[CH2:45]4)[cH:21][cH:22]3)[CH2:13]2)[CH2:4][CH2:5]1. Reactants: C(CCCCCCC)OC1=CC=C(C=C1)C1=CC=C(C=C1)OC1OCCCC1 (4-octyloxy-4′-tetrahydropyranyloxybiphenyl), C=1(C(=CC=CC1)S(=O)(=O)O)C (toluenesulfonic acid), C([O-])([O-])=O.[K+].[K+] (potassium carbonate). The solvent is CO (methanol). Yields the product OC1=CC=C(C=C1)C1=CC=C(C=C1)OCCCCCCCC (4-hydroxy-4′-octyloxybiphenyl). RXN SMILES: [CH2:1]([O:9][C:10]1[CH:15]=[CH:14][C:13]([C:16]2[CH:21]=[CH:20][C:19]([O:22]C3CCCCO3)=[CH:18][CH:17]=2)=[CH:12][CH:11]=1)[CH2:2][CH2:3][CH2:4][CH2:5][CH2:6][CH2:7][CH3:8].C1(C)C(S(O)(=O)=O)=CC=CC=1.C(=O)([O-])[O-].[K+].[K+]>CO>[OH:22][C:19]1[CH:18]=[CH:17][C:16]([C:13]2[CH:14]=[CH:15][C:10]([O:9][CH2:1][CH2:2][CH2:3][CH2:4][CH2:5][CH2:6][CH2:7][CH3:8])=[CH:11][CH:12]=2)=[CH:21][CH:20]=1 |f:2.3.4|. Procedure details: To a solution of 4-octyloxy-4′-tetrahydropyranyloxybiphenyl 9E (R=octyl) (5 g) in methanol (39 ml) is added toluenesulfonic acid (25 mg). The reaction mixture is stirred at room temperature overnight, at which time potassium carbonate (1 g) is added. The reaction mixture is stirred an additional hour, and is then filtered. The solvent is removed in vacuo. The reactants are N1=CC=CC=C1 (Pyridine), ClC1=C(C=C2CCNC2=C1)C (6-chloro-5-methyl-2,3-dihydro-1H-indole), ClC(C(=O)N1CCN(CC1)C=1C=C(C=CC1OC)S(=O)(=O)Cl)(Cl)Cl (3-(4-Trichloroacetylpiperazin-1-yl)-4-methoxybenzenesulfonyl chloride). Run in ClCCl (dichioromethane). Conditions: time 4 hour. Yields the product Cl.ClC1=C(C=C2CCN(C2=C1)S(=O)(=O)C1=CC(=C(C=C1)OC)N1CCNCC1)C (6-Chloro-1-(4-methoxy-3-piperazin-1-ylbenzenesulfonyl)-5-methyl-2,3-dihydro-1H-indole hydrochloride). Yield: 110.3%. As a reaction SMILES: N1C=CC=CC=1.[Cl:7][C:8]1[CH:16]=[C:15]2[C:11]([CH2:12][CH2:13][NH:14]2)=[CH:10][C:9]=1[CH3:17].ClC(Cl)(Cl)C([N:22]1[CH2:27][CH2:26][N:25]([C:28]2[CH:29]=[C:30]([S:36](Cl)(=[O:38])=[O:37])[CH:31]=[CH:32][C:33]=2[O:34][CH3:35])[CH2:24][CH2:23]1)=O>ClCCl>[ClH:7].[Cl:7][C:8]1[CH:16]=[C:15]2[C:11]([CH2:12][CH2:13][N:14]2[S:36]([C:30]2[CH:31]=[CH:32][C:33]([O:34][CH3:35])=[C:28]([N:25]3[CH2:26][CH2:27][NH:22][CH2:23][CH2:24]3)[CH:29]=2)(=[O:37])=[O:38])=[CH:10][C:9]=1[CH3:17] |f:4.5|. Reported procedure: Pyridine (0.28 ml) was added to a stirred solution of 6-chloro-5-methyl-2,3-dihydro-1H-indole (WO-9501976) (0.116 g) and 3-(4-trichloroacetylpiperazin-1-yl)-4-methoxybenzenesulfonyl chloride (D4) (300 mg) in dichioromethane (4 ml) at room temperature. After 18 h the solution was washed with 1M hydrochloric acid (5 ml), water (5 ml), dried (MgSO4) and concentrated to an oil. The oil was dissolved in 1,4-dioxan (13 ml) and a 0.15 M potassium hydroxide solution (6.5 ml) was added. The solution was ...